Dataset: the Open Reaction Database (ORD), a public repository of structured organic reaction records. Task: describe an organic reaction: reactants, conditions, products, and yield Starting materials: BrC=1C(=C(C=CC1)N(CCCC)CC1=CC(=C(OCC(=O)OCC)C=C1)C)C (ethyl (4-{[(3-bromo-2-methylphenyl)(butyl)amino]methyl}-2-methylphenoxy)acetate), C(#N)C1=CC=C(C=C1)B(O)O (4-cyanophenylboronic acid). Yields the product C(CCC)N(C=1C(=C(C=CC1)C1=CC=C(C=C1)C#N)C)CC1=CC(=C(OCC(=O)O)C=C1)C ((4-{[Butyl(4′-cyano-2-methyl-1,1′-biphenyl-3-yl)amino]methyl}-2-methylphenoxy)acetic acid). As a reaction SMILES: Br[C:2]1[C:3]([CH3:28])=[C:4]([N:8]([CH2:13][C:14]2[CH:26]=[CH:25][C:17]([O:18][CH2:19][C:20]([O:22]CC)=[O:21])=[C:16]([CH3:27])[CH:15]=2)[CH2:9][CH2:10][CH2:11][CH3:12])[CH:5]=[CH:6][CH:7]=1.[C:29]([C:31]1[CH:36]=[CH:35][C:34](B(O)O)=[CH:33][CH:32]=1)#[N:30]>>[CH2:9]([N:8]([CH2:13][C:14]1[CH:26]=[CH:25][C:17]([O:18][CH2:19][C:20]([OH:22])=[O:21])=[C:16]([CH3:27])[CH:15]=1)[C:4]1[C:3]([CH3:28])=[C:2]([C:34]2[CH:35]=[CH:36][C:31]([C:29]#[N:30])=[CH:32][CH:33]=2)[CH:7]=[CH:6][CH:5]=1)[CH2:10][CH2:11][CH3:12]. Procedure: Prepared from ethyl (4-{[(3-bromo-2-methylphenyl)(butyl)amino]methyl}-2-methylphenoxy)acetate and 4-cyanophenylboronic acid using the procedure described for Example 25 (Method A). Reactants: Cl.NC1CC2=CC=CC=C2C1 (2-aminoindane hydrochloride), BrBr (bromine). Solvent: O (water). Run at temperature 60 celsius, time 1 hour. Yields the product Br.BrC=1C=C2CC(CC2=CC1)N ((±)-5-bromo-2-aminoindan hydrobromide). RXN SMILES: Cl.[NH2:2][CH:3]1[CH2:11][C:10]2[C:5](=[CH:6][CH:7]=[CH:8][CH:9]=2)[CH2:4]1.[Br:12]Br>O>[BrH:12].[Br:12][C:7]1[CH:6]=[C:5]2[C:10](=[CH:9][CH:8]=1)[CH2:11][CH:3]([NH2:2])[CH2:4]2 |f:0.1,4.5|. Procedure details: A solution of 118.8 g of 2-aminoindane hydrochloride in 594 mL of water is heated to a temperature of 58-60° C. and 120.0 g of bromine is added over a period of 50 minutes while maintaining an internal temperature at 58 to 62° C. The mixture is stirred at 60-62° C. for 1 hour and 107 mL of hydrobromic (48%) is added over a period of 5 minutes while maintaining the internal temperature of 60-62° C. The mixture is stirred for an additional 10 minutes. The reaction mixture is cooled to an internal ... Conditions: temperature 70 celsius. Procedure details: 2,2-Dimethyl-5-[2-(2,4,5-trifluoro-phenyl)-acetyl]-[1,3]dioxane-4,6-dione 1b (15.72 g, 49.6 mmol) was dissolved in 280 mL of ethanol under stirring, then the reaction mixture was heated to 70° C. in an oil bath overnight. After cooling, the mixture was concentrated under reduced pressure. The resulting residue was purified by silica gel column chromatography to obtain the title compound 3-oxo-4-(2,4,5-trifluoro-phenyl)-butyric acid ethyl ester 1c (12 g, yield 88%) as a yellow oil. The reactants are CC1(OC(C(C(O1)=O)C(CC1=C(C=C(C(=C1)F)F)F)=O)=O)C (2,2-dimethyl-5-[2-(2,4,5-trifluoro-phenyl)-acetyl]-[1,3]dioxane-4,6-dione). RXN SMILES: [CH3:1][C:2]1(C)OC(=O)[CH:5]([C:9](=[O:20])[CH2:10][C:11]2[CH:16]=[C:15]([F:17])[C:14]([F:18])=[CH:13][C:12]=2[F:19])[C:4](=[O:21])[O:3]1>C(O)C>[CH2:2]([O:3][C:4](=[O:21])[CH2:5][C:9](=[O:20])[CH2:10][C:11]1[CH:16]=[C:15]([F:17])[C:14]([F:18])=[CH:13][C:12]=1[F:19])[CH3:1]. The solvent is C(C)O (ethanol). Isolated yield 93.0%. Product: C(C)OC(CC(CC1=C(C=C(C(=C1)F)F)F)=O)=O (3-oxo-4-(2,4,5-trifluoro-phenyl)-butyric acid ethyl ester). Starting materials: C(#C)C=1C=NC=C(C(=O)N=S(C2=CC=CC=C2)(=O)C)C1 (5-ethynyl-N-[methyl(oxo)phenyl-λ6-sulfanylidene]nicotinamide), BrC1=CN=C(S1)NC(C1=CC=CC=C1)=O (N-(5-bromo-1,3-thiazol-2-yl)benzamide). Yields the product C(C1=CC=CC=C1)(=O)NC=1SC(=CN1)C#CC=1C=NC=C(C(=O)N=S(C2=CC=CC=C2)(=O)C)C1 (5-{[2-(benzoylamino)-1,3-thiazol-5-yl]ethynyl}-N-[methyl(oxo)phenyl-λ6-sulfanylidene]nicotinamide). Isolated yield 26.1%. RXN SMILES: [C:1]([C:3]1[CH:4]=[N:5][CH:6]=[C:7]([CH:20]=1)[C:8]([N:10]=[S:11]([CH3:19])(=[O:18])[C:12]1[CH:17]=[CH:16][CH:15]=[CH:14][CH:13]=1)=[O:9])#[CH:2].Br[C:22]1[S:26][C:25]([NH:27][C:28](=[O:35])[C:29]2[CH:34]=[CH:33][CH:32]=[CH:31][CH:30]=2)=[N:24][CH:23]=1>>[C:28]([NH:27][C:25]1[S:26][C:22]([C:2]#[C:1][C:3]2[CH:4]=[N:5][CH:6]=[C:7]([CH:20]=2)[C:8]([N:10]=[S:11]([CH3:19])(=[O:18])[C:12]2[CH:13]=[CH:14][CH:15]=[CH:16][CH:17]=2)=[O:9])=[CH:23][N:24]=1)(=[O:35])[C:29]1[CH:30]=[CH:31][CH:32]=[CH:33][CH:34]=1. Procedure: In a manner similar to that described in Example 462, 5-ethynyl-N-[methyl(oxo)phenyl-λ6-sulfanylidene]nicotinamide (74 mg, 0.26 mmol), N-(5-bromo-1,3-thiazol-2-yl)benzamide (74 mg, 0.26 mmol) were reacted to give the title compound as a cream solid (33 mg, 26%). Starting materials: CCCN(CCC)Cc1ccc(NC(=O)c2ccc(CN(Cc3ncc[nH]3)Cc3nccn3C)cc2)cc1, CN(C)C(=O)Cl, c1ccncc1. Yields the product CCCN(CCC)Cc1ccc(NC(=O)c2ccc(CN(Cc3nccn3C)Cc3nccn3C(=O)N(C)C)cc2)cc1. As a reaction SMILES: [CH2:1]([CH2:2][CH3:3])[N:4]([CH2:5][CH2:6][CH3:7])[CH2:8][c:9]1[cH:10][cH:11][c:12]([NH:15][C:16]([c:17]2[cH:18][cH:19][c:20]([CH2:23][N:24]([CH2:25][c:26]3[n:27]([CH3:31])[cH:28][cH:29][n:30]3)[CH2:32][c:33]3[nH:34][cH:35][cH:36][n:37]3)[cH:21][cH:22]2)=[O:38])[cH:13][cH:14]1.[CH3:39][N:40]([C:41](=[O:42])[Cl:43])[CH3:44].[cH:45]1[cH:46][cH:47][n:48][cH:49][cH:50]1>>[CH2:1]([CH2:2][CH3:3])[N:4]([CH2:5][CH2:6][CH3:7])[CH2:8][c:9]1[cH:10][cH:11][c:12]([NH:15][C:16]([c:17]2[cH:18][cH:19][c:20]([CH2:23][N:24]([CH2:25][c:26]3[n:27]([CH3:31])[cH:28][cH:29][n:30]3)[CH2:32][c:33]3[n:34][cH:35][cH:36][n:37]3[C:41]([N:40]([CH3:39])[CH3:44])=[O:42])[cH:21][cH:22]2)=[O:38])[cH:13][cH:14]1. Reactants: FC(C(=O)O)(F)F (Trifluoroacetic acid), OCC(CCCCCN1CCC2(CN(CCO2)C(=O)C=2N=C(SC2)C(C)C)CC1)(C)C ((9-(7-Hydroxy-6,6-dimethylheptyl)-1-oxa-4,9-diazaspiro[5.5]undecan-4-yl)(2-isopropylthiazol-4-yl)methanone), CC(=O)OI1(C=2C=CC=CC2C(=O)O1)(OC(=O)C)OC(=O)C (Dess-Martin periodinane). Run in C(Cl)Cl (DCM). Conditions: time 1 hour. The product is C(C)(C)C=1SC=C(N1)C(=O)N1CCOC2(C1)CCN(CC2)CCCCCC(C=O)(C)C (7-(4-(2-Isopropylthiazole-4-carbonyl)-1-oxa-4,9-diazaspiro[5.5]undecan-9-yl)-2,2-dimethylheptanal). Reaction SMILES: FC(F)(F)C(O)=O.[OH:8][CH2:9][C:10]([CH3:38])([CH3:37])[CH2:11][CH2:12][CH2:13][CH2:14][CH2:15][N:16]1[CH2:36][CH2:35][C:19]2([O:24][CH2:23][CH2:22][N:21]([C:25]([C:27]3[N:28]=[C:29]([CH:32]([CH3:34])[CH3:33])[S:30][CH:31]=3)=[O:26])[CH2:20]2)[CH2:18][CH2:17]1.CC(OI1(OC(C)=O)(OC(C)=O)OC(=O)C2C=CC=CC1=2)=O>C(Cl)Cl>[CH:32]([C:29]1[S:30][CH:31]=[C:27]([C:25]([N:21]2[CH2:20][C:19]3([CH2:35][CH2:36][N:16]([CH2:15][CH2:14][CH2:13][CH2:12][CH2:11][C:10]([CH3:38])([CH3:37])[CH:9]=[O:8])[CH2:17][CH2:18]3)[O:24][CH2:23][CH2:22]2)=[O:26])[N:28]=1)([CH3:34])[CH3:33]. Reported procedure: Trifluoroacetic acid (0.048 mL) was added to a solution of (9-(7-hydroxy-6,6-dimethylheptyl)-1-oxa-4,9-diazaspiro[5.5]undecan-4-yl)(2-isopropylthiazol-4-yl)methanone (example 102, step c) (0.28 g) in DCM (15 mL) at 0° C. under argon and the mixture stirred for 5 min before addition of Dess-Martin periodinane (0.39 g). The reaction mixture was stirred at RT for 1 h then was quenched by addition of saturated sodium bisulfite solution (10 mL) and saturated sodium bicarbonate solution (10 mL) then e...